Dataset: the Open Reaction Database (ORD), a public repository of structured organic reaction records. Task: describe an organic reaction: reactants, conditions, products, and yield Reactants: CCOC(C)=O, COC(=O)c1ccc(C=Cc2ccc(F)cc2)c(C(=O)OC)c1. Yields the product COC(=O)c1ccc(CCc2ccc(F)cc2)c(C(=O)OC)c1. Reaction SMILES: [CH3:24][CH2:25][O:26][C:27](=[O:28])[CH3:29].[F:1][c:2]1[cH:3][cH:4][c:5]([CH:8]=[CH:9][c:10]2[c:11]([C:20](=[O:21])[O:22][CH3:23])[cH:12][c:13]([C:14](=[O:15])[O:16][CH3:17])[cH:18][cH:19]2)[cH:6][cH:7]1>>[F:1][c:2]1[cH:3][cH:4][c:5]([CH2:8][CH2:9][c:10]2[c:11]([C:20](=[O:21])[O:22][CH3:23])[cH:12][c:13]([C:14](=[O:15])[O:16][CH3:17])[cH:18][cH:19]2)[cH:6][cH:7]1. The reactants are B, CC(C)(C)OC(=O)NCCc1ccc(C(=O)O)cc1, C1CCOC1, C1CCOC1. Yields the product CC(C)(C)OC(=O)NCCc1ccc(CO)cc1. Reaction SMILES: [BH3:6].[C:12]([CH3:13])([CH3:14])([CH3:15])[O:16][C:17](=[O:18])[NH:19][CH2:20][CH2:21][c:22]1[cH:23][cH:24][c:25]([C:26](=[O:27])[OH:28])[cH:29][cH:30]1.[O:1]1[CH2:2][CH2:3][CH2:4][CH2:5]1.[O:7]1[CH2:8][CH2:9][CH2:10][CH2:11]1>>[C:12]([CH3:13])([CH3:14])([CH3:15])[O:16][C:17](=[O:18])[NH:19][CH2:20][CH2:21][c:22]1[cH:23][cH:24][c:25]([CH2:26][OH:27])[cH:29][cH:30]1.